From a dataset of the Open Reaction Database (ORD), a public repository of structured organic reaction records. describe an organic reaction: reactants, conditions, products, and yield Starting materials: CS(=O)(=O)O, CCO, Cl, CCCCCCOC(=O)CCC(=O)CN, O. Product: CS(=O)(=O)O, CCCCCCOC(=O)CCC(=O)CN. RXN SMILES: [CH3:17][S:18]([OH:19])(=[O:20])=[O:21].[CH3:23][CH2:24][OH:25].[ClH:1].[NH2:2][CH2:3][C:4]([CH2:5][CH2:6][C:7](=[O:8])[O:9][CH2:10][CH2:11][CH2:12][CH2:13][CH2:14][CH3:15])=[O:16].[OH2:22]>>[CH3:17][S:18](=[O:19])(=[O:20])[OH:21].[NH2:2][CH2:3][C:4]([CH2:5][CH2:6][C:7](=[O:8])[O:9][CH2:10][CH2:11][CH2:12][CH2:13][CH2:14][CH3:15])=[O:16]. Reactants: FC(C=1C=C(C=CC1)N1CCN(CC1)CCCCN1C(NC=2C(C1=O)=CSC2)=O)(F)F (3-[4-[4-(3-trifluoromethylphenyl)piperazin-1-yl]butyl]thieno[3,4-d]pyrimidine-2,4-dione), CN(C)C=O (DMF). Product: FC(C=1C=C(C=CC1)N1CCN(CC1)CCCCN1C(N(C=2C(C1=O)=CSC2)CCC(=O)OC)=O)(F)F (methyl 3-[3-[4-[4(3-trifluoromethylpheny)piperazin-1-yl]butyl]-2,4-dioxothieno[3,4-d]pyrimidin-1-yl]propanoate). Yield: 80.5%. Reaction SMILES: [F:1][C:2]([F:31])([F:30])[C:3]1[CH:4]=[C:5]([N:9]2[CH2:14][CH2:13][N:12]([CH2:15][CH2:16][CH2:17][CH2:18][N:19]3[C:24](=[O:25])[C:23]4=[CH:26][S:27][CH:28]=[C:22]4[NH:21][C:20]3=[O:29])[CH2:11][CH2:10]2)[CH:6]=[CH:7][CH:8]=1.CN([CH:35]=[O:36])C>>[F:31][C:2]([F:1])([F:30])[C:3]1[CH:4]=[C:5]([N:9]2[CH2:10][CH2:11][N:12]([CH2:15][CH2:16][CH2:17][CH2:18][N:19]3[C:24](=[O:25])[C:23]4=[CH:26][S:27][CH:28]=[C:22]4[N:21]([CH2:22][CH2:23][C:24]([O:36][CH3:35])=[O:25])[C:20]3=[O:29])[CH2:13][CH2:14]2)[CH:6]=[CH:7][CH:8]=1. Procedure details: The title compound was produced following the procedure of Example 1 using 4.28 g (9.5 mmol) of 3-[4-[4-(3-trifluoromethylphenyl)piperazin-1-yl]butyl]thieno[3,4-d]pyrimidine-2,4-dione in DMF at 45° C. for 16 hours to produce methyl 3-[3-[4-[4(3-trifluoromethylpheny)piperazin-1-yl]butyl]-2,4-dioxothieno[3,4-d]pyrimidin-1-yl]propanoate in 80.5% yield (4.1 g). Starting materials: C(CCCCCCC)O (1-octanol), C(C)(C)(C)OOC(C)(C)C (tert-butyl peroxide), C(C)C1=CC=CC=C1 (ethylbenzene), {[Cl2NN]Cu}2(benzene). Conditions: temperature 90 celsius. Product: C1(=CC=CC=C1)C(OCCCCCCCC)C (PhCH(OCH2CH2CH2CH2CH2CH2CH2CH3)Me). The yield is 52.0%. RXN SMILES: [CH2:1]([OH:9])[CH2:2][CH2:3][CH2:4][CH2:5][CH2:6][CH2:7][CH3:8].[CH2:10]([C:12]1[CH:17]=[CH:16][CH:15]=[CH:14][CH:13]=1)[CH3:11].C(OOC(C)(C)C)(C)(C)C>>[C:12]1([CH:10]([CH3:11])[O:9][CH2:1][CH2:2][CH2:3][CH2:4][CH2:5][CH2:6][CH2:7][CH3:8])[CH:17]=[CH:16][CH:15]=[CH:14][CH:13]=1. Reported procedure: Into a pressure vessel 1-octanol (160 μL, 1 mmol, 1 eq) was added and diluted with ethylbenzene (1.225 mL, 10 mmol, 10 eq). To this stirring solution was added 1 mol % of a stock solution of {[Cl2NN]Cu}2(benzene) from the catalyst stock solution described in Example 4 (200 μL=0.01 mmol). After adding of tert-butyl peroxide (220 μL, 1.2 mmol), the pressure vessel was sealed and heated to 90° C. for 24 hr. The catalyst was separated by exposing the mixture to air and filtering through Celite®. Aft...